From a dataset of the Open Reaction Database (ORD), a public repository of structured organic reaction records. describe an organic reaction: reactants, conditions, products, and yield Starting materials: CS(=O)(=O)NC1=CC=C(OCCN(CCC2=CC=C(C=C2)[N+](=O)[O-])C)C=C1 (1-(4-methanesulphonamidophenoxy)-2-[N-methyl-N-(4-nitrophenethyl)amino]ethane), [H][H] (hydrogen). The reagents and catalysts are [Ni] (Raney Nickel). Run in C(C)O (ethanol). The product is CS(=O)(=O)NC1=CC=C(OCCN(CCC2=CC=C(C=C2)N)C)C=C1 (1-(4-Methanesulphonamidophenoxy)-2-[N-methyl-N-(4-aminophenethyl)amino]ethane). Yield: 72.2%. RXN SMILES: [CH3:1][S:2]([NH:5][C:6]1[CH:27]=[CH:26][C:9]([O:10][CH2:11][CH2:12][N:13]([CH3:25])[CH2:14][CH2:15][C:16]2[CH:21]=[CH:20][C:19]([N+:22]([O-])=O)=[CH:18][CH:17]=2)=[CH:8][CH:7]=1)(=[O:4])=[O:3].[H][H]>C(O)C.[Ni]>[CH3:1][S:2]([NH:5][C:6]1[CH:27]=[CH:26][C:9]([O:10][CH2:11][CH2:12][N:13]([CH3:25])[CH2:14][CH2:15][C:16]2[CH:17]=[CH:18][C:19]([NH2:22])=[CH:20][CH:21]=2)=[CH:8][CH:7]=1)(=[O:4])=[O:3]. Procedure details: A solution of 1-(4-methanesulphonamidophenoxy)-2-[N-methyl-N-(4-nitrophenethyl)amino]ethane (0.9 g) in ethanol (100 ml) was stirred for 16 hours at room temperature under three atmospheres of hydrogen in the presence of Raney Nickel ("Nicat 102"-Trade Mark). The reaction mixture was filtered and evaporated to dryness. The resultant solid was crystallised from toluene to give the title compound as yellow crystals, (0.6 g), m.p. 155°-157°.